Task: describe an organic reaction: reactants, conditions, products, and yield. Dataset: the Open Reaction Database (ORD), a public repository of structured organic reaction records The reactants are aqueous solution, [Na] (sodium), styrene-maleic anhydride copolymer, N (ammonia), [OH-].[Na+] (sodium hydroxide), aqueous solution, polyacrylate ester, N (ammonia), 21.3, N1=C(N)N=C(N)N=C1N (melamine), C=O (formaldehyde), ( 1 ), B-water. Solvent: O (water), O (water). Reaction conditions: temperature 60 celsius, time 30 minute. The product is 213, C=O.N1=C(N)N=C(N)N=C1N (melamine-formaldehyde). RXN SMILES: N.[Na].[N:3]1[C:10]([NH2:11])=[N:9][C:7]([NH2:8])=[N:6][C:4]=1[NH2:5].[CH2:12]=[O:13].[OH-].[Na+]>O>[CH2:12]=[O:13].[N:3]1[C:10]([NH2:11])=[N:9][C:7]([NH2:8])=[N:6][C:4]=1[NH2:5] |f:4.5,7.8,^1:1|. Reported procedure: Previously, 50 parts of 20% liquor A (dispersion of aromatic isocyanate compound) and 100 parts of 30% liquor B (co-dispersion of imino compound-sensitizer) obtained by grinding and dispersing in the above (1) were mixed with each other until a homogeneous mixture was obtained. The resulting homogeneous mixture of liquor A and liquor B was mixed with 100 parts of a 40% aqueous solution of a polyacrylate ester copolymer as a water-soluble polymer and the mixture was homogenized to obtain a core m... Reactants: C(C(=O)Cl)(=O)Cl (Oxalyl chloride), FCCN1C2=CC=CC(=C2C=2C(CCCC12)C(=O)O)OC (9-(2-Fluoroethyl)-5-methoxy-2,3,4,9-tetrahydro-1H-carbazole-4-carboxylic acid), CN(C)C=O (DMF). Solvent: ClCCl (dichloromethane). Run at time 2 hour. The product is FCCN1C2=CC=CC(=C2C=2C(CCCC12)C(=O)Cl)OC (9-(2-fluoroethyl)-5-methoxy-2,3,4,9-tetrahydro-1H-carbazole-4-carbonyl chloride). The yield is 99.8%. As a reaction SMILES: [F:1][CH2:2][CH2:3][N:4]1[C:16]2[CH2:15][CH2:14][CH2:13][CH:12]([C:17](O)=[O:18])[C:11]=2[C:10]2[C:5]1=[CH:6][CH:7]=[CH:8][C:9]=2[O:20][CH3:21].C(Cl)(=O)C([Cl:25])=O.CN(C=O)C>ClCCl>[F:1][CH2:2][CH2:3][N:4]1[C:16]2[CH2:15][CH2:14][CH2:13][CH:12]([C:17]([Cl:25])=[O:18])[C:11]=2[C:10]2[C:5]1=[CH:6][CH:7]=[CH:8][C:9]=2[O:20][CH3:21]. Procedure: A solution of 9-(2-Fluoroethyl)-5-methoxy-2,3,4,9-tetrahydro-1H-carbazole-4-carboxylic acid (17) (347 mg, 1.2 mmol) in dry dichloromethane (2 mL) was stirred under nitrogen. Oxalyl chloride (453 mg, 3.6 mmol, 300 μL) was added followed by a drop of DMF. The reaction mixture was stirred at RT under nitrogen for 2 h then evaporated in vacuo to give 371 mg (quantitative) of 9-(2-fluoroethyl)-5-methoxy-2,3,4,9-tetrahydro-1H-carbazole-4-carbonyl chloride as a gum which was used in the next step witho... Starting materials: O=C(O)C(O)C(O)C(=O)O, CC1(C)C2CCC1(C)C(O)(Cc1ccccc1)C2, CN(C)CCCCl, Cl, [NH2-], N, [NH4+], [Na], [OH-], O, c1ccccc1. Yields the product CN(C)CCCOC1(Cc2ccccc2)CC2CCC1(C)C2(C)C. As a reaction SMILES: [C:29]([OH:30])(=[O:31])[CH:32]([CH:33]([C:34]([OH:35])=[O:36])[OH:37])[OH:38].[CH2:3]([c:4]1[cH:5][cH:6][cH:7][cH:8][cH:9]1)[C:10]1([OH:20])[C:11]2([CH3:19])[CH2:12][CH2:13][CH:14]([CH2:15]1)[C:16]2([CH3:17])[CH3:18].[CH3:22][N:23]([CH2:24][CH2:25][CH2:26][Cl:27])[CH3:28].[ClH:39].[NH2-:2].[NH3:21].[NH4+:40].[Na:1].[OH-:41].[OH2:48].[cH:42]1[cH:43][cH:44][cH:45][cH:46][cH:47]1>>[CH2:3]([c:4]1[cH:5][cH:6][cH:7][cH:8][cH:9]1)[C:10]1([O:20][CH2:26][CH2:25][CH2:24][N:23]([CH3:22])[CH3:28])[C:11]2([CH3:19])[CH2:12][CH2:13][CH:14]([CH2:15]1)[C:16]2([CH3:17])[CH3:18]. The reactants are CC(C)(C)OC(=O)CBr, O=C([O-])[O-], COC(C)[Si](C)(C)C, CN(C)C=O, C=C(C)C1NC(=O)CC(c2cccc(Cl)c2)C12C(=O)Nc1cc(Cl)ccc12, [Cs+], [Cs+]. Yields the product COC(C)[Si](C)(C)C, C=C(C)C1N(CC(=O)OC(C)(C)C)C(=O)CC(c2cccc(Cl)c2)C12C(=O)Nc1cc(Cl)ccc12. Reaction SMILES: [C:36]([CH3:37])([CH3:38])([CH3:39])[O:40][C:41]([CH2:42][Br:43])=[O:44].[C:45](=[O:46])([O-:47])[O-:48].[CH3:1][O:2][CH:3]([CH3:4])[Si:5]([CH3:6])([CH3:7])[CH3:8].[CH3:51][N:52]([CH3:53])[CH:54]=[O:55].[Cl:9][c:10]1[cH:11][cH:12][c:13]2[c:17]([cH:18]1)[NH:16][C:15](=[O:19])[C:14]21[CH:20]([C:33](=[CH2:34])[CH3:35])[NH:21][C:22](=[O:32])[CH2:23][CH:24]1[c:25]1[cH:26][c:27]([Cl:31])[cH:28][cH:29][cH:30]1.[Cs+:49].[Cs+:50]>>[CH3:1][O:2][CH:3]([CH3:4])[Si:5]([CH3:6])([CH3:7])[CH3:8].[Cl:9][c:10]1[cH:11][cH:12][c:13]2[c:17]([cH:18]1)[NH:16][C:15](=[O:19])[C:14]21[CH:20]([C:33](=[CH2:34])[CH3:35])[N:21]([CH2:42][C:41]([O:40][C:36]([CH3:37])([CH3:38])[CH3:39])=[O:44])[C:22](=[O:32])[CH2:23][CH:24]1[c:25]1[cH:26][c:27]([Cl:31])[cH:28][cH:29][cH:30]1. The reactants are CC(=O)OC(C)=O, CC(C)OC(=O)N1CCCC(NCc2cc(C(F)(F)F)cc(C(F)(F)F)c2)c2cc3c(cc21)CCC3, ClCCl, Cl, c1ccncc1. The product is CC(=O)N(Cc1cc(C(F)(F)F)cc(C(F)(F)F)c1)C1CCCN(C(=O)OC(C)C)c2cc3c(cc21)CCC3. RXN SMILES: [CH3:1][C:2](=[O:3])[O:4][C:5](=[O:6])[CH3:7].[CH:8]([CH3:9])([CH3:10])[O:11][C:12](=[O:13])[N:14]1[CH2:15][CH2:16][CH2:17][CH:18]([NH:28][CH2:29][c:30]2[cH:31][c:32]([C:40]([F:41])([F:42])[F:43])[cH:33][c:34]([C:36]([F:37])([F:38])[F:39])[cH:35]2)[c:19]2[cH:20][c:21]3[c:25]([cH:26][c:27]21)[CH2:24][CH2:23][CH2:22]3.[Cl:51][CH2:52][Cl:53].[ClH:50].[cH:44]1[cH:45][cH:46][n:47][cH:48][cH:49]1>>[CH3:1][C:2](=[O:3])[N:28]([CH:18]1[CH2:17][CH2:16][CH2:15][N:14]([C:12]([O:11][CH:8]([CH3:9])[CH3:10])=[O:13])[c:27]2[c:19]1[cH:20][c:21]1[c:25]([cH:26]2)[CH2:24][CH2:23][CH2:22]1)[CH2:29][c:30]1[cH:31][c:32]([C:40]([F:41])([F:42])[F:43])[cH:33][c:34]([C:36]([F:37])([F:38])[F:39])[cH:35]1.